This data is from the Open Reaction Database (ORD), a public repository of structured organic reaction records. The task is: describe an organic reaction: reactants, conditions, products, and yield Starting materials: CC(N)c1ccccc1, [O-]Cl, [Na+], Sc1nc2ccccc2s1. Product: CC(NSc1nc2ccccc2s1)c1ccccc1. RXN SMILES: [CH3:11][CH:12]([c:13]1[cH:14][cH:15][cH:16][cH:17][cH:18]1)[NH2:19].[Cl:20][O-:21].[Na+:22].[SH:1][c:2]1[s:3][c:4]2[c:5]([n:6]1)[cH:7][cH:8][cH:9][cH:10]2>>[S:1]([c:2]1[s:3][c:4]2[c:5]([n:6]1)[cH:7][cH:8][cH:9][cH:10]2)[NH:19][CH:12]([CH3:11])[c:13]1[cH:14][cH:15][cH:16][cH:17][cH:18]1. The reactants are CC1(C(C2=C(C(=C(C=C2C1C1=CC=CC=C1)OC)Cl)Cl)=O)C (2,2-dimethyl-3-phenyl-5-methoxy-6,7-dichloro-1-indanone), Cl.N1=CC=CC=C1 (pyridine hydrochloride). The solvent is O (water). Reaction conditions: temperature 180 celsius. The product is CC1(C(C2=C(C(=C(C=C2C1C1=CC=CC=C1)O)Cl)Cl)=O)C (2,2-Dimethyl-3-phenyl-5-hydroxy-6,7-dichloro-1-indanone). RXN SMILES: [CH3:1][C:2]1([CH3:22])[CH:10]([C:11]2[CH:16]=[CH:15][CH:14]=[CH:13][CH:12]=2)[C:9]2[C:4](=[C:5]([Cl:20])[C:6]([Cl:19])=[C:7]([O:17]C)[CH:8]=2)[C:3]1=[O:21].Cl.N1C=CC=CC=1>O>[CH3:1][C:2]1([CH3:22])[CH:10]([C:11]2[CH:16]=[CH:15][CH:14]=[CH:13][CH:12]=2)[C:9]2[C:4](=[C:5]([Cl:20])[C:6]([Cl:19])=[C:7]([OH:17])[CH:8]=2)[C:3]1=[O:21] |f:1.2|. Reported procedure: A stirred mixture of 2,2-dimethyl-3-phenyl-5-methoxy-6,7-dichloro-1-indanone (6.5 g., 0.02 mole) and pyridine hydrochloride (60 g.) is heated at 180° C. for two hours, then poured into water (800 ml.). The 2,2-dimethyl-3-phenyl-5-hydroxy-6,7-dichloro-1-indanone which separate (5.10 g.) melts at 259°-262° C. after recrystallization from ethanol:water, 2:1.